Task: describe an organic reaction: reactants, conditions, products, and yield. Dataset: the Open Reaction Database (ORD), a public repository of structured organic reaction records The reactants are CCn1ncc2c(-c3cncc(C)c3)c(C(=O)OC(C)(C)C)c(COC)nc21, CC(C)C[Al+]CC(C)C, Cc1ccccc1, [H-]. Product: CCn1ncc2c(-c3cncc(C)c3)c(CO)c(COC)nc21. As a reaction SMILES: [CH2:1]([CH3:2])[n:3]1[n:4][cH:5][c:6]2[c:7]1[n:8][c:9]([CH2:26][O:27][CH3:28])[c:10]([C:19](=[O:20])[O:21][C:22]([CH3:23])([CH3:24])[CH3:25])[c:11]2-[c:12]1[cH:13][n:14][cH:15][c:16]([CH3:18])[cH:17]1.[CH2:30]([Al+:31][CH2:32][CH:33]([CH3:34])[CH3:35])[CH:36]([CH3:37])[CH3:38].[CH3:39][c:40]1[cH:41][cH:42][cH:43][cH:44][cH:45]1.[H-:29]>>[CH2:1]([CH3:2])[n:3]1[n:4][cH:5][c:6]2[c:7]1[n:8][c:9]([CH2:26][O:27][CH3:28])[c:10]([CH2:19][OH:20])[c:11]2-[c:12]1[cH:13][n:14][cH:15][c:16]([CH3:18])[cH:17]1. Starting materials: NC1=NC=C(N=C1)C#N (2-Amino-5-cyanopyrazine), CC(C)([O-])C.[Na+] (sodium-t-butoxide), BrC1=NC=C(C(=C1)OCC1CCN(CC1)C(=O)OC(C)(C)C)[N+](=O)[O-] (tert-butyl 4-((2-bromo-5-nitropyridin-4-yloxy)methyl)piperidine-1-carboxylate), (±)-2,2″-bis(diphenylphosphino)-1,1″-binaphthalene. Reagents/catalysts: C(C)(=O)[O-].[Pd+2].C(C)(=O)[O-] (Palladium (II) acetate). Run in CN(C)C=O.C1(=CC=CC=C1)C (DMF toluene). Run at time 2 hour. Product: C(#N)C=1N=CC(=NC1)NC1=NC=C(C(=C1)OCC1CCN(CC1)C(=O)OC(C)(C)C)[N+](=O)[O-] (tert-butyl 4-((2-(5-cyanopyrazin-2-ylamino)-5-nitropyridin-4-yloxy)methyl)piperidine-1-carboxylate). Isolated yield 124.2%. RXN SMILES: [NH2:1][C:2]1[CH:7]=[N:6][C:5]([C:8]#[N:9])=[CH:4][N:3]=1.CC(C)([O-])C.[Na+].Br[C:17]1[CH:22]=[C:21]([O:23][CH2:24][CH:25]2[CH2:30][CH2:29][N:28]([C:31]([O:33][C:34]([CH3:37])([CH3:36])[CH3:35])=[O:32])[CH2:27][CH2:26]2)[C:20]([N+:38]([O-:40])=[O:39])=[CH:19][N:18]=1>CN(C=O)C.C1(C)C=CC=CC=1.C([O-])(=O)C.[Pd+2].C([O-])(=O)C>[C:8]([C:5]1[N:6]=[CH:7][C:2]([NH:1][C:17]2[CH:22]=[C:21]([O:23][CH2:24][CH:25]3[CH2:30][CH2:29][N:28]([C:31]([O:33][C:34]([CH3:35])([CH3:37])[CH3:36])=[O:32])[CH2:27][CH2:26]3)[C:20]([N+:38]([O-:40])=[O:39])=[CH:19][N:18]=2)=[N:3][CH:4]=1)#[N:9] |f:1.2,4.5,6.7.8|. Reported procedure: Palladium (II) acetate (14.7 mg, 0.07 mmol) was added to (±)-2,2″-bis(diphenylphosphino)-1,1″-binaphthalene (123 mg, 0.2 mmol) in DMF-toluene (1:1, 5 mL) and the mixture was degassed for 10 minutes under a stream of nitrogen gas. 2-Amino-5-cyanopyrazine (95 mg, 0.79 mmol), sodium-t-butoxide (76 mg, 0.79 mmol) and tert-butyl 4-((2-bromo-5-nitropyridin-4-yloxy)methyl)piperidine-1-carboxylate (273 mg, 0.67 mmol) were added and the mixture was degassed for a further 5 minutes before stirring at room... The reactants are CCCC1=C(C=CC(=C1O)C(=O)C)O (2,4-dihydroxy-3-propylacetophenone), [I-].[K+] (potassium iodide), ClCCCCCC#N (6-chlorocapronitrile), C([O-])([O-])=O.[K+].[K+] (potassium carbonate). Solvent: C(C)C(=O)C (methyl ethyl ketone). The product is C(C)(=O)C1=C(C(=C(OCCCCC#N)C=C1)CCC)O (5-(4-Acetyl-3-hydroxy-2-propylphenoxy)pentane nitrile). As a reaction SMILES: [CH3:1][CH2:2][CH2:3][C:4]1[C:9]([OH:10])=[C:8]([C:11]([CH3:13])=[O:12])[CH:7]=[CH:6][C:5]=1[OH:14].ClC[CH2:17][CH2:18][CH2:19][CH2:20][C:21]#[N:22].C(=O)([O-])[O-].[K+].[K+].[I-].[K+]>C(C(C)=O)C>[C:11]([C:8]1[CH:7]=[CH:6][C:5]([O:14][CH2:17][CH2:18][CH2:19][CH2:20][C:21]#[N:22])=[C:4]([CH2:3][CH2:2][CH3:1])[C:9]=1[OH:10])(=[O:12])[CH3:13] |f:2.3.4,5.6|. Reported procedure: A solution of 44.4 g. of 2,4-dihydroxy-3-propylacetophenone, 42.2 g. of 6-chlorocapronitrile, 33.2 g. of potassium carbonate and 4.0 g. of potassium iodide in one liter of methyl ethyl ketone was allowed to reflux for three days. The reaction mixture was filtered and the filtrate was evaporated in vacuo. Chromatography of the residue over silica gel (0-30% ethyl acetate gradient in hexane) gave 53.6 g. of the title product as an oil. Starting materials: BrCC(=O)C1=CC(=C(C=C1)OC)OC (2-bromo-1-(3,4-dimethoxy-phenyl)-ethanone), C(C)(=S)N (thioacetamide). Solvent: C(C)O (ethanol). The product is COC=1C=C(C=CC1OC)C=1N=C(SC1)C (4-(3,4-dimethoxy-phenyl)-2-methyl-thiazole). The yield is 99.6%. As a reaction SMILES: Br[CH2:2][C:3]([C:5]1[CH:10]=[CH:9][C:8]([O:11][CH3:12])=[C:7]([O:13][CH3:14])[CH:6]=1)=O.[C:15]([NH2:18])(=[S:17])[CH3:16]>C(O)C>[CH3:14][O:13][C:7]1[CH:6]=[C:5]([C:3]2[N:18]=[C:15]([CH3:16])[S:17][CH:2]=2)[CH:10]=[CH:9][C:8]=1[O:11][CH3:12]. Reported procedure: Ex-69A: A solution of 2-bromo-1-(3,4-dimethoxy-phenyl)-ethanone (0.62 g, 2.39 mmol) and thioacetamide (0.18 g, 2.39 mmol) in ethanol (30 mL) was refluxed for 2 hours and the solvent was removed under reduced pressure. The product, 4-(3,4-dimethoxy-phenyl)-2-methyl-thiazole (0.56 g, 100%) was obtained as a white solid and used without further purification. To a suspension of 4-(3,4-dimethoxy-phenyl)-2-methyl-thiazole obtained above (0.70 g, 2.97 mmol) in dichloromethane (60 mL) at 0° C. was added... Reactants: CC=CCBr, Cc1ccc(O)c2c1CCC2=O, CO, [K+], [OH-]. The product is CC=CCOc1ccc(C)c2c1C(=O)CC2. As a reaction SMILES: [CH2:15]([CH:16]=[CH:17][CH3:18])[Br:19].[CH3:1][c:2]1[c:3]2[c:7]([c:8]([OH:11])[cH:9][cH:10]1)[C:6](=[O:12])[CH2:5][CH2:4]2.[CH3:20][OH:21].[K+:14].[OH-:13]>>[CH3:1][c:2]1[c:3]2[c:7]([c:8]([O:11][CH2:15][CH:16]=[CH:17][CH3:18])[cH:9][cH:10]1)[C:6](=[O:12])[CH2:5][CH2:4]2. Reactants: C(C)(C)(C)OC(N[C@H]([C@H](C[C@@H](CCC(C)C)C(NC1C2CCC(C1)C2)=O)O)CC2=CC=CC=C2)=O ([(1S,2S,4R)-1-Benzyl-4-(bicyclo [2.2.1]hept-2-ylcarbamoyl)-2-hydroxy-7-methyl-octyl]-carbamic acid tert-butyl ester), C12C(CC(CC1)C2)NC([C@@H](C[C@@H]([C@H](CC2=CC=CC=C2)N)O)C)=O ((2R,4S,5S)-5-Amino-4-hydroxy-2-methyl-6-phenylhexanoic acid (bicyclo[2.2.1]hept-2-yl)amide), foam. The product is C12C(CC(CC1)C2)NC([C@@H](C[C@@H]([C@H](CC2=CC=CC=C2)N)O)CCC(C)C)=O ((2R,4S,5S)-5-Amino-4-hydroxy-2-(3-methyl-butyl)-6-phenyl-hexanoic acid bicyclo[2.2.1]hept-2-ylamide). As a reaction SMILES: C(OC(=O)[NH:7][C@@H:8]([CH2:28][C:29]1[CH:34]=[CH:33][CH:32]=[CH:31][CH:30]=1)[C@@H:9]([OH:27])[CH2:10][C@H:11]([C:17](=[O:26])[NH:18][CH:19]1[CH2:24][CH:23]2[CH2:25][CH:20]1[CH2:21][CH2:22]2)[CH2:12][CH2:13][CH:14]([CH3:16])[CH3:15])(C)(C)C.C12CC(CC1)CC2NC(=O)[C@H](C)C[C@H](O)[C@@H](N)CC1C=CC=CC=1>>[CH:20]12[CH2:25][CH:23]([CH2:22][CH2:21]1)[CH2:24][CH:19]2[NH:18][C:17](=[O:26])[C@H:11]([CH2:12][CH2:13][CH:14]([CH3:15])[CH3:16])[CH2:10][C@H:9]([OH:27])[C@@H:8]([NH2:7])[CH2:28][C:29]1[CH:34]=[CH:33][CH:32]=[CH:31][CH:30]=1. Procedure details: D8 was prepared from D7 by the method described in D4, as a white foam (100%). The reactants are N1=CC(=CC=C1)C=1C=C2C(=CN1)N(N=C2C2=CC=CC(=N2)N2CC[C@H](CCC2)NC(OCC2=CC=CC=C2)=O)C2OCCCC2 (benzyl (4S)-1-(6-(5-(pyridin-3-yl)-1-(tetrahydro-2H-pyran-2-yl)-1H-pyrazolo[3,4-c]pyridin-3-yl)pyridin-2-yl)azepan-4-ylcarbamate), Cl (Hydrogen chloride). Run in O (Water). Conditions: temperature 100 celsius, time 18 hour. Yields the product N1=CC(=CC=C1)C=1C=C2C(=CN1)NN=C2C2=CC=CC(=N2)N2CC[C@H](CCC2)N ((S)-1-(6-(5-(pyridin-3-yl)-1H-pyrazolo[3,4-c]pyridin-3-yl)pyridin-2-yl)azepan-4-amine). Isolated yield 10.8%. As a reaction SMILES: [N:1]1[CH:6]=[CH:5][CH:4]=[C:3]([C:7]2[CH:8]=[C:9]3[C:15]([C:16]4[N:21]=[C:20]([N:22]5[CH2:28][CH2:27][CH2:26][C@H:25]([NH:29]C(=O)OCC6C=CC=CC=6)[CH2:24][CH2:23]5)[CH:19]=[CH:18][CH:17]=4)=[N:14][N:13](C4CCCCO4)[C:10]3=[CH:11][N:12]=2)[CH:2]=1.Cl>O>[N:1]1[CH:6]=[CH:5][CH:4]=[C:3]([C:7]2[CH:8]=[C:9]3[C:15]([C:16]4[N:21]=[C:20]([N:22]5[CH2:28][CH2:27][CH2:26][C@H:25]([NH2:29])[CH2:24][CH2:23]5)[CH:19]=[CH:18][CH:17]=4)=[N:14][NH:13][C:10]3=[CH:11][N:12]=2)[CH:2]=1. Procedure details: To benzyl (4S)-1-(6-(5-(pyridin-3-yl)-1-(tetrahydro-2H-pyran-2-yl)-1H-pyrazolo[3,4-c]pyridin-3-yl)pyridin-2-yl)azepan-4-ylcarbamate (0.100 g, 0.166 mmol) was added 2.0 M Hydrogen chloride in Water (10.0 mL). The reaction was stirred for 18 h at 100° C. The reaction was concentrated then submitted to HPLC purification to give 248 (6.9 mg, 11% yield). ESI MS m/z=386.1 (M+1). 1H NMR (500 MHz, DMSO) δ 9.22 (s, 1H), 9.19 (s, 1H), 8.95 (s, 1H), 8.59 (d, J=4.3 Hz, 1H), 8.38 (d, J=7.6 Hz, 1H), 7.61 (t, ... The reactants are CSC(F)C(=O)c1ccc(F)cc1F, CCCCCC, ClCC(Cl)Cl, Cc1cc[n+](F)c(S(=O)(=O)[O-])c1. Product: CSC(F)(F)C(=O)c1ccc(F)cc1F. As a reaction SMILES: [CH3:1][S:2][CH:3]([C:4](=[O:5])[c:6]1[c:7]([F:13])[cH:8][c:9]([F:12])[cH:10][cH:11]1)[F:14].[CH3:27][CH2:28][CH2:29][CH2:30][CH2:31][CH3:32].[Cl:33][CH2:34][CH:35]([Cl:36])[Cl:37].[F:15][n+:16]1[cH:17][cH:18][c:19]([CH3:20])[cH:21][c:22]1[S:23]([O-:24])(=[O:25])=[O:26]>>[CH3:1][S:2][C:3]([C:4](=[O:5])[c:6]1[c:7]([F:13])[cH:8][c:9]([F:12])[cH:10][cH:11]1)([F:14])[F:15]. The reactants are CCOc1ccc(CC(=O)Nc2cc(NC)ccc2[N+](=O)[O-])cc1, CC(C)N, CN(C)c1ccncc1, O=C(OC(Cl)(Cl)Cl)OC(Cl)(Cl)Cl, ClCCCl. The product is CCOc1ccc(CC(=O)Nc2cc(N(C)C(=O)NC(C)C)ccc2[N+](=O)[O-])cc1. Reaction SMILES: [CH2:1]([CH3:2])[O:3][c:4]1[cH:5][cH:6][c:7]([CH2:10][C:11](=[O:12])[NH:13][c:14]2[c:15]([N+:22](=[O:23])[O-:24])[cH:16][cH:17][c:18]([NH:20][CH3:21])[cH:19]2)[cH:8][cH:9]1.[CH3:37][CH:38]([CH3:39])[NH2:40].[CH3:45][N:46]([c:47]1[cH:48][cH:49][n:50][cH:51][cH:52]1)[CH3:53].[Cl:25][C:26]([Cl:27])([O:28][C:29]([O:30][C:31]([Cl:32])([Cl:33])[Cl:34])=[O:35])[Cl:36].[Cl:41][CH2:42][CH2:43][Cl:44]>>[CH2:1]([CH3:2])[O:3][c:4]1[cH:5][cH:6][c:7]([CH2:10][C:11](=[O:12])[NH:13][c:14]2[c:15]([N+:22](=[O:23])[O-:24])[cH:16][cH:17][c:18]([N:20]([CH3:21])[C:29](=[O:35])[NH:40][CH:38]([CH3:37])[CH3:39])[cH:19]2)[cH:8][cH:9]1.